Dataset: the Open Reaction Database (ORD), a public repository of structured organic reaction records. Task: describe an organic reaction: reactants, conditions, products, and yield RXN SMILES: [NH2:1][C:2]1[N:7]=[C:6]([N:8]2[CH2:22][CH2:21][C:11]3([CH2:15][NH:14][C@H:13]([C:16]([O:18]CC)=[O:17])[CH2:12]3)[CH2:10][CH2:9]2)[CH:5]=[C:4]([O:23][C@H:24]([C:29]2[CH:34]=[CH:33][C:32]([C:35]3[CH:40]=[CH:39][C:38]([CH3:41])=[C:37]([CH3:42])[CH:36]=3)=[CH:31][C:30]=2[C:43]2[CH:48]=[CH:47][CH:46]=[C:45]([S:49]([CH3:52])(=[O:51])=[O:50])[CH:44]=2)[C:25]([F:28])([F:27])[F:26])[N:3]=1.[Li+].[OH-]>>[NH2:1][C:2]1[N:7]=[C:6]([N:8]2[CH2:9][CH2:10][C:11]3([CH2:15][NH:14][C@H:13]([C:16]([OH:18])=[O:17])[CH2:12]3)[CH2:21][CH2:22]2)[CH:5]=[C:4]([O:23][C@H:24]([C:29]2[CH:34]=[CH:33][C:32]([C:35]3[CH:40]=[CH:39][C:38]([CH3:41])=[C:37]([CH3:42])[CH:36]=3)=[CH:31][C:30]=2[C:43]2[CH:48]=[CH:47][CH:46]=[C:45]([S:49]([CH3:52])(=[O:51])=[O:50])[CH:44]=2)[C:25]([F:28])([F:26])[F:27])[N:3]=1 |f:1.2|. Procedure: Hydrolysis of (S)-ethyl 8-(2-amino-6-((R)-1-(3,4-dimethyl-3″-(methylsulfonyl)-[1,1′:3′,1″-terphenyl]-4′-yl)-2,2,2-trifluoroethoxy)pyrimidin-4-yl)-2,8-diazaspiro[4.5]decane-3-carboxylate using the LiOH general method provided the title compound as an off-white solid. Reactants: NC1=NC(=CC(=N1)N1CCC2(C[C@H](NC2)C(=O)OCC)CC1)O[C@@H](C(F)(F)F)C1=C(C=C(C=C1)C1=CC(=C(C=C1)C)C)C1=CC(=CC=C1)S(=O)(=O)C ((S)-ethyl 8-(2-amino-6-((R)-1-(3,4-dimethyl-3″-(methylsulfonyl)-[1,1′:3′,1″-terphenyl]-4′-yl)-2,2,2-trifluoroethoxy)pyrimidin-4-yl)-2,8-diazaspiro[4.5]decane-3-carboxylate), [Li+].[OH-] (LiOH). The product is NC1=NC(=CC(=N1)N1CCC2(C[C@H](NC2)C(=O)O)CC1)O[C@@H](C(F)(F)F)C1=C(C=C(C=C1)C1=CC(=C(C=C1)C)C)C1=CC(=CC=C1)S(=O)(=O)C ((S)-8-(2-Amino-6-((R)-1-(3,4-dimethyl-3″-(methylsulfonyl)-[1,1′:3′,1″-terphenyl]-4′-yl)-2,2,2-trifluoroethoxy)pyrimidin-4-yl)-2,8-diazaspiro[4.5]decane-3-carboxylic acid). Reactants: O=[N+]([O-])c1cc(Br)cc(OCCF)c1, CCOCC, Cl, C1CCOC1. Product: Nc1cc(Br)cc(OCCF)c1. RXN SMILES: [Br:1][c:2]1[cH:3][c:4]([N+:12]([O-:13])=[O:14])[cH:5][c:6]([O:8][CH2:9][CH2:10][F:11])[cH:7]1.[CH3:15][CH2:16][O:17][CH2:18][CH3:19].[ClH:20].[O:21]1[CH2:22][CH2:23][CH2:24][CH2:25]1>>[Br:1][c:2]1[cH:3][c:4]([NH2:12])[cH:5][c:6]([O:8][CH2:9][CH2:10][F:11])[cH:7]1. The reactants are C1=CC=C(C(=C1)[N+](=O)[O-])OC2C(C(C(C(O2)CO)O)O)O (ONPG), present enzyme solution, P(=O)([O-])([O-])[O-] (phosphate), C(=O)([O-])[O-].[Na+].[Na+] (Na2CO3), C1=CC=C(C(=C1)[N+](=O)[O-])OC2C(C(C(C(O2)CO)O)O)O (o-nitrophenyl-β-D-galactopyranoside). Product: [N+](=O)([O-])C1=C(C=CC=C1)O (o-nitrophenol). RXN SMILES: P([O-])([O-])([O-])=O.[CH:6]1[CH:11]=[C:10]([N+:12]([O-:14])=[O:13])[C:9]([O:15]C2OC(CO)C(O)C(O)C2O)=[CH:8][CH:7]=1.C([O-])([O-])=O.[Na+].[Na+]>>[N+:12]([C:10]1[CH:11]=[CH:6][CH:7]=[CH:8][C:9]=1[OH:15])([O-:14])=[O:13] |f:2.3.4|. Reported procedure: That is, 0.1 ml of the present enzyme solution is added to 2.4 ml of 0.1M phosphate buffer (pH 6.5) containing 1.50% o-nitrophenyl-β-D-galactopyranoside (hereinafter referred to as "ONPG") and reacted at 70° C. for 10 minutes. Thereafter, the reaction is discontinued by the addition of 2.5 ml of 10% Na2CO3 solution. The amount of o-nitrophenol formed is obtained from the absorbance at 420 nm, and the amount of enzyme liberating 1 μmol of o-nitrophenol per minute is taken as one unit. The reactants are [H-] (Hydride), ClCCC(O)C=1SC=CC1 (Racemic 3-chloro-1-(2-thienyl)-propan-1-ol), ClCC(CC=1SC=CC1)=O (3-chloro-1-(2-thienyl)-propanone), ClCCC(O)C=1SC=CC1 (racemic 3-chloro-1-(2-thienyl)-propan-1-ol). Yields the product ClCC[C@H](O)C=1SC=CC1 ((S)-(−)-3-chloro-1-(2-thienyl)-propan-1-ol). RXN SMILES: [H-].ClCC(=O)CC1SC=CC=1.[Cl:12][CH2:13][CH2:14][CH:15]([C:17]1[S:18][CH:19]=[CH:20][CH:21]=1)[OH:16]>>[Cl:12][CH2:13][CH2:14][C@@H:15]([C:17]1[S:18][CH:19]=[CH:20][CH:21]=1)[OH:16]. Procedure: In this example, thiophene is used as the starting material to be acylated by Friedel-Crafts reaction so as to form 3-chloro-1-(2-thienyl)-propanone. Hydride reduction of this propanone forms racemic 3-chloro-1-(2-thienyl)-propan-1-ol. Racemic 3-chloro-1-(2-thienyl)-propan-1-ol is then resolved via enzymatic transesterification to form (S)-(−)-3-chloro-1-(2-thienyl)-propan-1-ol. Subsequently, the resulting chiral chloropropanol is aminated to form (S)-(−)-3-methylamino-1-(2-thienyl)-propan-1-ol ... Starting materials: CC12CC3CC(C)(C1)CC(Cl)(C3)C2, Cl, NC(N)=O, O. The product is CC12CC3CC(C)(C1)CC(N)(C3)C2, Cl. As a reaction SMILES: [Cl:1][C:2]12[CH2:3][C:4]3([CH3:13])[CH2:5][C:6]([CH3:12])([CH2:7][CH:8]([CH2:9]1)[CH2:10]3)[CH2:11]2.[ClH:18].[NH2:14][C:15](=[O:16])[NH2:17].[OH2:19]>>[C:2]12([NH2:14])[CH2:3][C:4]3([CH3:13])[CH2:5][C:6]([CH3:12])([CH2:7][CH:8]([CH2:9]1)[CH2:10]3)[CH2:11]2.[ClH:1]. Starting materials: C(C1=CC=CC=C1)OC1=C(C=C(C=C1)C1=CC(=NC=C1)C)[N+](=O)[O-] (4-(4-(Benzyloxy)-3-nitrophenyl)-2-methylpyridine). Reagents/catalysts: [Pd] (Pd/C). The solvent is CCOC(=O)C (EtOAc). Product: NC1=C(C=CC(=C1)C1=CC(=NC=C1)C)O (2-Amino-4-(2-methylpyridin-4-yl)phenol). The yield is 115.5%. As a reaction SMILES: C([O:8][C:9]1[CH:14]=[CH:13][C:12]([C:15]2[CH:20]=[CH:19][N:18]=[C:17]([CH3:21])[CH:16]=2)=[CH:11][C:10]=1[N+:22]([O-])=O)C1C=CC=CC=1>CCOC(C)=O.[Pd]>[NH2:22][C:10]1[CH:11]=[C:12]([C:15]2[CH:20]=[CH:19][N:18]=[C:17]([CH3:21])[CH:16]=2)[CH:13]=[CH:14][C:9]=1[OH:8]. Reported procedure: Nitroarene 64.A (2.65 g, 8 mmol) was hydrogenated (10 psi) with Pd/C (500 mg, 10% Pd/C, 50% water) in EtOAc. The reaction mixture was filtered and concentrated to yield crude 64.B (1.85 g). Reactants: ClC=1C(=CC=2C3=C(NC2C1)CCN(CC3)C(=O)OC(C)(C)C)Cl (tert-butyl 8,9-dichloro-1,4,5,6-tetrahydroazepino[4,5-b]indole-3(2H)-carboxylate), [H-].[Na+] (sodium hydride), BrCCOC1=CC=CC=C1 (β-bromophenetole). The solvent is CN(C)C=O (DMF). Conditions: time 20 minute. The product is ClC=1C(=CC=2C3=C(N(C2C1)CCOC1=CC=CC=C1)CCN(CC3)C(=O)OC(C)(C)C)Cl (tert-Butyl 8,9-dichloro-6-(2-phenoxyethyl)-1,4,5,6-tetrahydroazepino[4,5-b]indole-3(2H)-carboxylate). The yield is 78.4%. Reaction SMILES: [Cl:1][C:2]1[C:3]([Cl:23])=[CH:4][C:5]2[C:6]3[CH2:15][CH2:14][N:13]([C:16]([O:18][C:19]([CH3:22])([CH3:21])[CH3:20])=[O:17])[CH2:12][CH2:11][C:7]=3[NH:8][C:9]=2[CH:10]=1.[H-].[Na+].Br[CH2:27][CH2:28][O:29][C:30]1[CH:35]=[CH:34][CH:33]=[CH:32][CH:31]=1>CN(C=O)C>[Cl:1][C:2]1[C:3]([Cl:23])=[CH:4][C:5]2[C:6]3[CH2:15][CH2:14][N:13]([C:16]([O:18][C:19]([CH3:20])([CH3:22])[CH3:21])=[O:17])[CH2:12][CH2:11][C:7]=3[N:8]([CH2:27][CH2:28][O:29][C:30]3[CH:35]=[CH:34][CH:33]=[CH:32][CH:31]=3)[C:9]=2[CH:10]=1 |f:1.2|. Procedure details: To a solution of tert-butyl 8,9-dichloro-1,4,5,6-tetrahydroazepino[4,5-b]indole-3(2H)-carboxylate (0.40 g, 1.1 mmol) in DMF (5 mL), sodium hydride (60% dispersion in mineral oil, 68 mg, 1.7 mmol) was added. After 20 min, β-bromophenetole (0.31 mL, 2.3 mmol) was added. The reaction was quenched with saturated aqueous NH4Cl after 2 h and extracted with EtOAc (3×15 mL). The combined organic extracts were washed with brine, dried over Na2SO4, decanted, and concentrated. The crude product was purifie... Reactants: chelidamic acid diethyl ester, O (Water), C(C)(=O)OCC (ethyl acetate), FC(S(=O)(=O)Cl)(F)F (trifluoromethanesulfonyl chloride), N1=CC=CC=C1 (pyridine). Conditions: time 3 hour. Yields the product C(C)OC(=O)C1=NC(=CC(=C1)OS(=O)(=O)C(F)(F)F)C(=O)OCC (4-trifluoromethanesulfonyloxy-pyridine-2,6-dicarboxylic acid diethyl ester). As a reaction SMILES: [F:1][C:2]([F:8])([F:7])[S:3](Cl)(=[O:5])=[O:4].[OH2:9].[C:10]([O:13][CH2:14][CH3:15])(=[O:12])[CH3:11].[N:16]1[CH:21]=[CH:20][CH:19]=[CH:18]C=1>>[CH2:14]([O:13][C:10]([C:11]1[CH:18]=[C:19]([O:4][S:3]([C:2]([F:8])([F:7])[F:1])(=[O:9])=[O:5])[CH:20]=[C:21]([C:10]([O:13][CH2:14][CH3:15])=[O:12])[N:16]=1)=[O:12])[CH3:15]. Procedure details: To a cooled (0° C.) solution of chelidamic acid diethyl ester (Chaubet, F.; Nguyen van duong, M.; Gref, A.; Courtieu, J.; Crumbliss, A. L.; Gaudemer, A. Tetrahedron Lett. 1990, 31(40), 5729-5732) (3.5 g) in pyridine (35 mL), was added dropwise trifluoromethanesulfonyl chloride (2.6 mL). The reaction was then stirred at room temperature for 3 hours. Water and ethyl acetate were added. The layers were separated, and the aqueous layer was extracted twice ethyl acetate. The combined organic solution...